Dataset: the Open Reaction Database (ORD), a public repository of structured organic reaction records. Task: describe an organic reaction: reactants, conditions, products, and yield Starting materials: C(C)(=O)O (acetic acid), C12CC3CC(CC(C1)C3)C2 (adamantane), ON1C(C=2C(C1=O)=CC=CC2)=O (N-hydroxyphthalimide), Mn(AA)3, resultant mixture, O=O (oxygen), C12CC3CC(CC(C1)C3)C2 (adamantane). Product: C12(CC3CC(CC(C1)C3)C2)O (1-adamantanol). Isolated yield 37.0%. RXN SMILES: [C:1]([OH:4])(=O)[CH3:2].[CH:5]12[CH2:14]C3C[CH:11]([CH2:13][CH:7]([CH2:8]3)[CH2:6]1)[CH2:12]2.ON1C(=O)C2=CC=CC=C2C1=O.O=O>>[C:1]12([OH:4])[CH2:2][CH:11]3[CH2:13][CH:7]([CH2:6][CH:5]([CH2:12]3)[CH2:14]1)[CH2:8]2. Procedure: To 25 mmol of acetic acid were added 10 mmol of adamantane, 1 mmol of N-hydroxyphthalimide (NHPI) and a binary co-catalyst [0.03 mmol of acetylacetonatovanadium V(AA)3 and 0.02 mmol of actylacetonatomangan Mn(AA)3], and the resultant mixture was stirred in an oxygen atmosphere at a temperature of 75° C. for 6 hours. The products in the reaction mixture were analyzed by gas chromatography, and, as a result, the adamantane was converted into 1-adamantanol (yield: 37%). 1,3-adamantanediol (yield: 3... The reactants are CC1(OB(OC1(C)C)C=1CN(CC1)C(=O)OC(C)(C)C)C (tert-butyl 3-(4,4,5,5-tetramethyl-1,3,2-dioxaborolan-2-yl)-2,5-dihydro-1H-pyrrole-1-carboxylate), S1N=CN=C1NS(=O)(=O)N1CC2=CC=CC(=C2CC1)C1=C(C=C(C=C1)C(F)(F)F)C=1CN(CC1)C(=O)OC(C)(C)C (tert-butyl 3-(2-(2-(N-(1,2,4-thiadiazol-5-yl)sulfamoyl)-1,2,3,4-tetrahydroisoquinolin-5-yl)-5-(trifluoromethyl)phenyl)-2,5-dihydro-1H-pyrrole-1-carboxylate), Cl (HCl). Reaction SMILES: CC1(C)C(C)(C)OB(C2CN(C(OC(C)(C)C)=O)CC=2)O1.[S:22]1[C:26]([NH:27][S:28]([N:31]2[CH2:40][CH2:39][C:38]3[C:33](=[CH:34][CH:35]=[CH:36][C:37]=3[C:41]3[CH:46]=[CH:45][C:44]([C:47]([F:50])([F:49])[F:48])=[CH:43][C:42]=3[C:51]3[CH2:52][N:53](C(OC(C)(C)C)=O)[CH2:54][CH:55]=3)[CH2:32]2)(=[O:30])=[O:29])=[N:25][CH:24]=[N:23]1.[ClH:63]>O1CCOCC1>[ClH:63].[NH:53]1[CH2:54][CH:55]=[C:51]([C:42]2[CH:43]=[C:44]([C:47]([F:50])([F:48])[F:49])[CH:45]=[CH:46][C:41]=2[C:37]2[CH:36]=[CH:35][CH:34]=[C:33]3[C:38]=2[CH2:39][CH2:40][N:31]([S:28]([NH:27][C:26]2[S:22][N:23]=[CH:24][N:25]=2)(=[O:30])=[O:29])[CH2:32]3)[CH2:52]1 |f:4.5|. Procedure: The title compound was prepared in a manner analogous to Example 1, except that tert-butyl 3-(4,4,5,5-tetramethyl-1,3,2-dioxaborolan-2-yl)-2,5-dihydro-1H-pyrrole-1-carboxylate was used in place of (2-(1-methyl-1H-pyrazol-5-yl)-4-(trifluoromethyl)phenyl)boronic acid and the resulting product, (tert-butyl 3-(2-(2-(N-(1,2,4-thiadiazol-5-yl)sulfamoyl)-1,2,3,4-tetrahydroisoquinolin-5-yl)-5-(trifluoromethyl)phenyl)-2,5-dihydro-1H-pyrrole-1-carboxylate), was converted to the final product by treatment ... Solvent: O1CCOCC1 (dioxane). Yields the product Cl.N1CC(=CC1)C1=C(C=CC(=C1)C(F)(F)F)C1=C2CCN(CC2=CC=C1)S(=O)(=O)NC1=NC=NS1 (5-(2-(2,5-dihydro-1H-pyrrol-3-yl)-4-(trifluoromethyl)phenyl)-N-(1,2,4-thiadiazol-5-yl)-3,4-dihydroisoquinoline-2(1H)-sulfonamide hydrochloride). Reactants: ketal, C1COC(C(C(=O)OCC)CCC#N)(C)O1 (ethyl 2-(2-cyanoethyl)acetoacetate ethyleneketal). Reagents/catalysts: [Rh] (rhodium-on-alumina), [Rh] (rhodium-on-alumina). Run in N (ammonia). Product: C1COC(C(C(=O)OCC)CCCN)(C)O1 (ethyl 2-(3-aminopropyl)acetoacetate ethyleneketal). As a reaction SMILES: [CH2:1]1[O:16][C:4]([CH3:15])([CH:5]([CH2:11][CH2:12][C:13]#[N:14])[C:6]([O:8][CH2:9][CH3:10])=[O:7])[O:3][CH2:2]1>[Rh].N>[CH2:2]1[O:3][C:4]([CH3:15])([CH:5]([CH2:11][CH2:12][CH2:13][NH2:14])[C:6]([O:8][CH2:9][CH3:10])=[O:7])[O:16][CH2:1]1. Procedure: The above ketal was hydrogenated over a rhodium-on-alumina catalyst as follows: After dissolving 16 g of ethyl 2-(2-cyanoethyl)acetoacetate ethyleneketal in 90 ml of 10% ethanolic ammonia, 2 g of 5% rhodium-on-alumina were added, and the mixture hydrogenated at low pressure. The catalyst was separated by filtration, and the solvent removed from the filtrate to yield, as a residue, ethyl 2-(3-aminopropyl)acetoacetate ethyleneketal formed in the above hydrogenation. NMR indicated a mixture of the ... Starting materials: COC(=O)CN(c1ccc2c(c1)nc(COc1ccc(C(=N)N)cc1)n2C)S(=O)(=O)c1cccc2cccnc12, O=C(Cl)OC1CCCCC1. Yields the product COC(=O)CN(c1ccc2c(c1)nc(COc1ccc(C(=N)NC(=O)OC3CCCCC3)cc1)n2C)S(=O)(=O)c1cccc2cccnc12. RXN SMILES: [CH3:1][n:2]1[c:3]([CH2:30][O:31][c:32]2[cH:33][cH:34][c:35]([C:38]([NH2:39])=[NH:40])[cH:36][cH:37]2)[n:4][c:5]2[c:6]1[cH:7][cH:8][c:9]([N:11]([CH2:12][C:13](=[O:14])[O:15][CH3:16])[S:17](=[O:18])(=[O:19])[c:20]1[cH:21][cH:22][cH:23][c:24]3[cH:25][cH:26][cH:27][n:28][c:29]13)[cH:10]2.[Cl:41][C:42](=[O:43])[O:44][CH:45]1[CH2:46][CH2:47][CH2:48][CH2:49][CH2:50]1>>[CH3:1][n:2]1[c:3]([CH2:30][O:31][c:32]2[cH:33][cH:34][c:35]([C:38](=[NH:39])[NH:40][C:42](=[O:43])[O:44][CH:45]3[CH2:46][CH2:47][CH2:48][CH2:49][CH2:50]3)[cH:36][cH:37]2)[n:4][c:5]2[c:6]1[cH:7][cH:8][c:9]([N:11]([CH2:12][C:13](=[O:14])[O:15][CH3:16])[S:17](=[O:18])(=[O:19])[c:20]1[cH:21][cH:22][cH:23][c:24]3[cH:25][cH:26][cH:27][n:28][c:29]13)[cH:10]2.